Dataset: the Open Reaction Database (ORD), a public repository of structured organic reaction records. Task: describe an organic reaction: reactants, conditions, products, and yield Starting materials: FC(C(=O)C=1C=NC=CC1)(C)C (2-fluoro-2-methyl-1-(pyridin-3-yl)propan-1-one), [BH4-].[Na+] (Sodium borohydride). The solvent is CO (methanol). Reaction conditions: temperature 0 celsius, time 30 minute. The product is FC(C(O)C=1C=NC=CC1)(C)C (2-fluoro-2-methyl-1-(pyridin-3-yl)propan-1-ol). The yield is 89.0%. Reaction SMILES: [F:1][C:2]([CH3:12])([CH3:11])[C:3]([C:5]1[CH:6]=[N:7][CH:8]=[CH:9][CH:10]=1)=[O:4].[BH4-].[Na+]>CO>[F:1][C:2]([CH3:12])([CH3:11])[CH:3]([C:5]1[CH:6]=[N:7][CH:8]=[CH:9][CH:10]=1)[OH:4] |f:1.2|. Reported procedure: In methanol (30.0 mL) was dissolved 2-fluoro-2-methyl-1-(pyridin-3-yl)propan-1-one (1.73 g, 10.3 mmol) obtained in Step 3. Sodium borohydride (584 mg, 15.4 mmol) was added and the mixture was stirred at 0° C. for 30 minutes. The solvent was evaporated under reduced pressure and water was added. Extraction with ethyl acetate, washing with saturated brine and drying over anhydrous sodium sulfate were performed. After filtration, the solvent in the filtrate was evaporated under reduced pressure. Th... Reactants: C(C#CC)OC1=CC=C(C=C1)C[C@@H](C(=O)OC)NC(=O)[C@H]([C@@](C(=O)OC(C)(C)C)(O)CCF)\C=C\CCCCCCC1(OCCO1)CCCCCCC (tert-Butyl (E)-(2S,3S)-3-[(S)-2-(4-but-2-ynyloxy-phenyl)-1-methoxycarbonyl-ethylcarbamoyl]-2-(2-fluoro-ethyl)-11-(2-heptyl-[1,3]dioxolan-2-yl)-2-hydroxy-undec-4-enoate), C(=O)O (Formic acid), residue, S(O)(O)(=O)=O (sulfuric acid). The solvent is O (water), C(C)(=O)OCC (ethyl acetate), C(C)#N (acetonitrile), O (water). Reaction conditions: time 18.5 hour. Product: C(C#CC)OC1=CC=C(C=C1)C[C@@H](C(=O)OC)NC(=O)[C@H]([C@@](C(=O)O)(O)CCF)\C=C\CCCCCCC(CCCCCCC)=O ((E)-(2S,3S)-3-[(S)-2-(4-But-2-ynyloxy-phenyl)-1-methoxycarbonyl-ethylcarbamoyl]-2-(2-fluoro-ethyl)-2-hydroxy-12-oxo-nonadec-4-enoic acid). Isolated yield 28.8%. Reaction SMILES: [CH2:1]([O:5][C:6]1[CH:11]=[CH:10][C:9]([CH2:12][C@H:13]([NH:18][C:19]([C@@H:21](/[CH:34]=[CH:35]/[CH2:36][CH2:37][CH2:38][CH2:39][CH2:40][CH2:41][C:42]2([CH2:47][CH2:48][CH2:49][CH2:50][CH2:51][CH2:52][CH3:53])OCC[O:43]2)[C@:22]([CH2:31][CH2:32][F:33])([OH:30])[C:23]([O:25]C(C)(C)C)=[O:24])=[O:20])[C:14]([O:16][CH3:17])=[O:15])=[CH:8][CH:7]=1)[C:2]#[C:3][CH3:4].S(=O)(=O)(O)O.C(O)=O>C(#N)C.O.C(OCC)(=O)C>[CH2:1]([O:5][C:6]1[CH:7]=[CH:8][C:9]([CH2:12][C@H:13]([NH:18][C:19]([C@@H:21](/[CH:34]=[CH:35]/[CH2:36][CH2:37][CH2:38][CH2:39][CH2:40][CH2:41][C:42](=[O:43])[CH2:47][CH2:48][CH2:49][CH2:50][CH2:51][CH2:52][CH3:53])[C@:22]([CH2:31][CH2:32][F:33])([OH:30])[C:23]([OH:25])=[O:24])=[O:20])[C:14]([O:16][CH3:17])=[O:15])=[CH:10][CH:11]=1)[C:2]#[C:3][CH3:4]. Reported procedure: tert-Butyl (E)-(2S,3S)-3-[(S)-2-(4-but-2-ynyloxy-phenyl)-1-methoxycarbonyl-ethylcarbamoyl]-2-(2-fluoro-ethyl)-11-(2-heptyl-[1,3]dioxolan-2-yl)-2-hydroxy-undec-4-enoate (64.0 mg, 0.0855 mmol) was dissolved in acetonitrile (0.96 mL), and water (0.03 mL, 1.67 mmol) and sulfuric acid (0.016 mL, 0.300 mmol) were then added at room temperature. After stirring for 18.5 hours, ethyl acetate (10 mL) and water (10 mL) were added, and the mixture was separated. The ethyl acetate layer was washed with a sat...